The task is: describe an organic reaction: reactants, conditions, products, and yield. This data is from the Open Reaction Database (ORD), a public repository of structured organic reaction records. The reactants are CC=1C=CC=2C(C3=CC=CC=C3C2C1)(O)C1=CC=CC=C1 (3-methyl-9-phenyl-9H-fluoren-9-ol), C1(=CC=CC=C1)[Mg]Cl (phenylmagnesium chloride), CC=1C=CC=2C(C3=CC=CC=C3C2C1)=O (3-methyl-9-fluorenone). Product: CC1=CC=CC=2C(C3=CC=CC=C3C12)(O)C1=CC=CC=C1 (4-methyl-9-phenyl-9H-fluoren-9-ol). As a reaction SMILES: C[C:2]1[CH:3]=[CH:4][C:5]2[C:6]([C:16]3[CH:21]=[CH:20][CH:19]=[CH:18][CH:17]=3)([OH:15])[C:7]3[C:12]([C:13]=2[CH:14]=1)=[CH:11][CH:10]=[CH:9][CH:8]=3.[C:22]1([Mg]Cl)C=CC=CC=1.CC1C=CC2C(=O)C3C(C=2C=1)=CC=CC=3>>[CH3:22][C:3]1[C:4]2[C:21]3[C:16](=[CH:17][CH:18]=[CH:19][CH:20]=3)[C:6]([C:7]3[CH:8]=[CH:9][CH:10]=[CH:11][CH:12]=3)([OH:15])[C:5]=2[CH:13]=[CH:14][CH:2]=1. Reported procedure: 3-methyl-9-phenyl-9H-fluoren-9-ol: from phenylmagnesium chloride and 3-methyl-9-fluorenone;